This data is from the Open Reaction Database (ORD), a public repository of structured organic reaction records. The task is: describe an organic reaction: reactants, conditions, products, and yield Starting materials: CN(Cc1cc(Br)n(S(=O)(=O)c2ccc(F)cc2)c1)C(=O)OC(C)(C)C, [Na+], [Na+], O=C([O-])[O-], c1ccc(P(c2ccccc2)(c2ccccc2)[Pd](P(c2ccccc2)(c2ccccc2)c2ccccc2)(P(c2ccccc2)(c2ccccc2)c2ccccc2)P(c2ccccc2)(c2ccccc2)c2ccccc2)cc1, OB(O)c1ccsc1. Product: CN(Cc1cc(-c2ccsc2)n(S(=O)(=O)c2ccc(F)cc2)c1)C(=O)OC(C)(C)C. As a reaction SMILES: [Br:1][c:2]1[cH:3][c:4]([CH2:17][N:18]([C:19]([O:20][C:21]([CH3:22])([CH3:23])[CH3:24])=[O:25])[CH3:26])[cH:5][n:6]1[S:7](=[O:8])(=[O:9])[c:10]1[cH:11][cH:12][c:13]([F:16])[cH:14][cH:15]1.[Na+:35].[Na+:36].[O-:37][C:38](=[O:39])[O-:40].[cH:41]1[cH:42][cH:43][c:44]([P:45]([Pd:46]([P:47]([c:48]2[cH:49][cH:50][cH:51][cH:52][cH:53]2)([c:54]2[cH:55][cH:56][cH:57][cH:58][cH:59]2)[c:60]2[cH:61][cH:62][cH:63][cH:64][cH:65]2)([P:66]([c:67]2[cH:68][cH:69][cH:70][cH:71][cH:72]2)([c:73]2[cH:74][cH:75][cH:76][cH:77][cH:78]2)[c:79]2[cH:80][cH:81][cH:82][cH:83][cH:84]2)[P:85]([c:86]2[cH:87][cH:88][cH:89][cH:90][cH:91]2)([c:92]2[cH:93][cH:94][cH:95][cH:96][cH:97]2)[c:98]2[cH:99][cH:100][cH:101][cH:102][cH:103]2)([c:104]2[cH:105][cH:106][cH:107][cH:108][cH:109]2)[c:110]2[cH:111][cH:112][cH:113][cH:114][cH:115]2)[cH:116][cH:117]1.[s:27]1[cH:28][c:29]([B:32]([OH:33])[OH:34])[cH:30][cH:31]1>>[c:2]1(-[c:29]2[cH:28][s:27][cH:31][cH:30]2)[cH:3][c:4]([CH2:17][N:18]([C:19]([O:20][C:21]([CH3:22])([CH3:23])[CH3:24])=[O:25])[CH3:26])[cH:5][n:6]1[S:7](=[O:8])(=[O:9])[c:10]1[cH:11][cH:12][c:13]([F:16])[cH:14][cH:15]1. The reactants are CC[SiH](CC)CC, COc1ccc(CC2CCC3=C(C2)CC(C)C(=O)N3)cc1, O=C(O)C(F)(F)F. Yields the product COc1ccc(CC2CCC3NC(=O)C(C)CC3C2)cc1. As a reaction SMILES: [CH2:29]([SiH:30]([CH2:31][CH3:32])[CH2:33][CH3:34])[CH3:35].[CH3:1][O:2][c:3]1[cH:4][cH:5][c:6]([CH2:9][CH:10]2[CH2:11][C:12]3=[C:17]([NH:16][C:15](=[O:20])[CH:14]([CH3:21])[CH2:13]3)[CH2:18][CH2:19]2)[cH:7][cH:8]1.[OH:22][C:23]([C:24]([F:25])([F:26])[F:27])=[O:28]>>[CH3:1][O:2][c:3]1[cH:4][cH:5][c:6]([CH2:9][CH:10]2[CH2:11][CH:12]3[CH2:13][CH:14]([CH3:21])[C:15](=[O:20])[NH:16][CH:17]3[CH2:18][CH2:19]2)[cH:7][cH:8]1. The reactants are C(C)OC(=O)C=1C(=C(NC1CCCOS(=O)(=O)C)C(=O)OC(C)(C)C)C (5-(3-Methanesulfonyloxy-propyl)-3-methyl-1H-pyrrole-2,4-dicarboxylic acid 2-tert-butyl ester 4-ethyl ester), C(C)N(CCN)CC (N,N-diethylethylenediamine), C(C)(=O)OCC (ethyl acetate). Solvent: [Cl-].[Na+].O (brine). The product is C(C)OC(=O)C=1C(=C(NC1CCCNCCN(CC)CC)C(=O)OC(C)(C)C)C (5-[3-(2-diethylamino-ethylamino)-propyl]-3-methyl-1H-pyrrole-2,4-dicarboxylic acid 2-tert-butyl ester 4-ethyl ester). RXN SMILES: [CH2:1]([O:3][C:4]([C:6]1[C:7]([CH3:26])=[C:8]([C:19]([O:21][C:22]([CH3:25])([CH3:24])[CH3:23])=[O:20])[NH:9][C:10]=1[CH2:11][CH2:12][CH2:13]OS(C)(=O)=O)=[O:5])[CH3:2].[CH2:27]([N:29]([CH2:33][CH3:34])[CH2:30][CH2:31][NH2:32])[CH3:28].C(OCC)(=O)C>[Cl-].[Na+].O>[CH2:1]([O:3][C:4]([C:6]1[C:7]([CH3:26])=[C:8]([C:19]([O:21][C:22]([CH3:25])([CH3:24])[CH3:23])=[O:20])[NH:9][C:10]=1[CH2:11][CH2:12][CH2:13][NH:32][CH2:31][CH2:30][N:29]([CH2:33][CH3:34])[CH2:27][CH3:28])=[O:5])[CH3:2] |f:3.4.5|. Procedure details: 5-(3-Methanesulfonyloxy-propyl)-3-methyl-1H-pyrrole-2,4-dicarboxylic acid 2-tert-butyl ester 4-ethyl ester 1 g (8.24 g, 21 mmol) was dissolved in N,N-diethylethylenediamine (15 ml, 100 mmol) under stirring at room temperature, and stirred overnight. After thin lay chromatography showed the disappearance of starting materials, the reaction mixture was added with 100 ml of ethyl acetate and 100 ml of saturated brine, stirred for 5 minutes, and separated into layers. The organic phase was washed wi... Starting materials: S1C=2N(CC1)CC(N2)C=2C=C(NC(C)=O)C=CC2 (3'-(2,3,5,6-Tetrahydroimidazo[2,1-b]thiazol-6-yl)-acetanilide), Cl (hydrochloric acid), Cl (hydrogen chloride). Run in CO (methanol), CC(C)O (2-propanol). Reaction conditions: time 8 hour. Yields the product Cl.Cl.NC=1C=C(C=CC1)C1N=C2SCCN2C1 (6-(m-Aminophenyl)-2,3,5,6-tetrahydroimidazo[2,1-b]-thiazole Dihydrochloride). As a reaction SMILES: [S:1]1[CH2:5][CH2:4][N:3]2[CH2:6][CH:7]([C:9]3[CH:10]=[C:11]([CH:16]=[CH:17][CH:18]=3)[NH:12]C(=O)C)[N:8]=[C:2]12.[ClH:19]>CO.CC(O)C>[ClH:19].[ClH:19].[NH2:12][C:11]1[CH:10]=[C:9]([CH:7]2[CH2:6][N:3]3[C:2]([S:1][CH2:5][CH2:4]3)=[N:8]2)[CH:18]=[CH:17][CH:16]=1 |f:4.5.6|. Procedure details: A solution of 1.00 g. (0.0038 mole) of 3'-(2,3,5,6-tetrahydroimidazo[2,1-b]thiazol-6-yl)acetanilide (Example 8) in 17 ml. of 6N hydrochloric acid is heated at reflux for 2.5 hours and then allowed to stand overnight at room temperature. The solution is concentrated at reduced pressure, made basic with concentrated aqueous sodium hydroxide while cooling and then extracted with 3 portions of chloroform. The combined organic layers are washed with brine, dried (sodium sulfate) and evaporated to giv... Procedure: 2-chloro-5-hydroxyphenyl boronic acid (409 mg, 2.37 mmol), pinacol (336 mg, 2.85 mmol), toluene (20 ml) and 4 angstrom molecular sieves (400 mg) were combined and heated at 120° C. for 2 h. The reaction mixture was allowed to cool and was then partitioned between EtOAc (2×30 ml) and water (30 ml). The combined organics were washed with brine (20 ml), dried (Na2SO4) and evaporated in vacuo to afford the desired product as a white solid (500 mg, 83%). Yield: 82.9%. The solvent is C1(=CC=CC=C1)C (toluene). Product: ClC1=C(C=C(C=C1)O)B1OC(C(O1)(C)C)(C)C (4-Chloro-3-(4,4,5,5-tetramethyl-[1,3,2]dioxaborolan-2-yl)-phenol). Starting materials: ClC1=C(C=C(C=C1)O)B(O)O (2-chloro-5-hydroxyphenyl boronic acid), OC(C)(C)C(C)(C)O (pinacol). Run at temperature 120 celsius. Reaction SMILES: [Cl:1][C:2]1[CH:7]=[CH:6][C:5]([OH:8])=[CH:4][C:3]=1[B:9]([OH:11])[OH:10].O[C:13]([C:16](O)([CH3:18])[CH3:17])([CH3:15])[CH3:14]>C1(C)C=CC=CC=1>[Cl:1][C:2]1[CH:7]=[CH:6][C:5]([OH:8])=[CH:4][C:3]=1[B:9]1[O:10][C:16]([CH3:18])([CH3:17])[C:13]([CH3:15])([CH3:14])[O:11]1. Reactants: CC(C)(C)OC(=O)N1CCC(c2ccc(N3CCCC3)cc2)CC1, CCOC(C)=O, Cl. The product is c1cc(N2CCCC2)ccc1C1CCNCC1. As a reaction SMILES: [C:1]([O:2][C:3](=[O:4])[N:8]1[CH2:9][CH2:10][CH:11]([c:14]2[cH:15][cH:16][c:17]([N:20]3[CH2:21][CH2:22][CH2:23][CH2:24]3)[cH:18][cH:19]2)[CH2:12][CH2:13]1)([CH3:5])([CH3:6])[CH3:7].[CH3:26][CH2:27][O:28][C:29](=[O:30])[CH3:31].[ClH:25]>>[NH:8]1[CH2:9][CH2:10][CH:11]([c:14]2[cH:15][cH:16][c:17]([N:20]3[CH2:21][CH2:22][CH2:23][CH2:24]3)[cH:18][cH:19]2)[CH2:12][CH2:13]1. The reactants are CC(C)(C)OC(=O)C(C)(C)Br, COc1cc(Cl)ccc1C(=O)C=CC1(C)C(C)=C(C)C(O)=C(C)C1OC. Yields the product COc1cc(Cl)ccc1C(=O)C=CC1(C)C(C)=C(C)C(C(=O)OC(C)(C)C)=C(C)C1OC. As a reaction SMILES: [Br:27][C:28]([C:29](=[O:30])[O:31][C:32]([CH3:33])([CH3:34])[CH3:35])([CH3:36])[CH3:37].[CH3:1][O:2][c:3]1[c:4]([C:10]([CH:11]=[CH:12][C:13]2([CH3:25])[CH:14]([O:23][CH3:24])[C:15]([CH3:22])=[C:16]([OH:21])[C:17]([CH3:20])=[C:18]2[CH3:19])=[O:26])[cH:5][cH:6][c:7]([Cl:9])[cH:8]1>>[CH3:1][O:2][c:3]1[c:4]([C:10]([CH:11]=[CH:12][C:13]2([CH3:25])[CH:14]([O:23][CH3:24])[C:15]([CH3:22])=[C:16]([C:29](=[O:30])[O:31][C:32]([CH3:33])([CH3:34])[CH3:35])[C:17]([CH3:20])=[C:18]2[CH3:19])=[O:26])[cH:5][cH:6][c:7]([Cl:9])[cH:8]1. The product is CC(C)(C)CC(C)(C)Nc1nc(N)c(F)c(Br)c1Cl. The reactants are CC(C)(C)CC(C)(C)N, CN1CCCC1=O, CCCCCC, Nc1nc(F)c(Cl)c(Br)c1F, c1ccccc1. Reaction SMILES: [CH3:19][C:20]([CH2:21][C:22]([CH3:23])([CH3:24])[CH3:25])([CH3:26])[NH2:27].[CH3:1][N:2]1[CH2:3][CH2:4][CH2:5][C:6]1=[O:7].[CH3:34][CH2:35][CH2:36][CH2:37][CH2:38][CH3:39].[NH2:8][c:9]1[n:10][c:11]([F:18])[c:12]([Cl:17])[c:13]([Br:16])[c:14]1[F:15].[cH:28]1[cH:29][cH:30][cH:31][cH:32][cH:33]1>>[NH2:8][c:9]1[n:10][c:11]([NH:27][C:20]([CH3:19])([CH2:21][C:22]([CH3:23])([CH3:24])[CH3:25])[CH3:26])[c:12]([Cl:17])[c:13]([Br:16])[c:14]1[F:15]. The reactants are CC(C)(C)OC(=O)NN, COC(=O)c1ccc(C=O)cc1, CC(=O)O, CC(Cl)Cl. Product: COC(=O)c1ccc(C=NNC(=O)OC(C)(C)C)cc1. RXN SMILES: [C:13]([NH:14][NH2:15])(=[O:16])[O:17][C:18]([CH3:19])([CH3:20])[CH3:21].[C:1](=[O:2])([O:3][CH3:4])[c:5]1[cH:6][cH:7][c:8]([CH:9]=[O:10])[cH:11][cH:12]1.[C:22]([OH:23])(=[O:24])[CH3:25].[Cl:26][CH:27]([Cl:28])[CH3:29]>>[C:1](=[O:2])([O:3][CH3:4])[c:5]1[cH:6][cH:7][c:8]([CH:9]=[N:15][NH:14][C:13](=[O:16])[O:17][C:18]([CH3:19])([CH3:20])[CH3:21])[cH:11][cH:12]1. Starting materials: BrP(Br)(c1ccccc1)(c1ccccc1)c1ccccc1, ClCCl, CC(C)N(CCOCCCCO)C1CCN(Cc2ccccc2)CC1. Yields the product CC(C)N(CCOCCCCBr)C1CCN(Cc2ccccc2)CC1. Reaction SMILES: [Br:26][P:27]([Br:28])([c:29]1[cH:30][cH:31][cH:32][cH:33][cH:34]1)([c:35]1[cH:36][cH:37][cH:38][cH:39][cH:40]1)[c:41]1[cH:42][cH:43][cH:44][cH:45][cH:46]1.[Cl:47][CH2:48][Cl:49].[OH:1][CH2:2][CH2:3][CH2:4][CH2:5][O:6][CH2:7][CH2:8][N:9]([CH:10]([CH3:11])[CH3:12])[CH:13]1[CH2:14][CH2:15][N:16]([CH2:19][c:20]2[cH:21][cH:22][cH:23][cH:24][cH:25]2)[CH2:17][CH2:18]1>>[CH2:2]([CH2:3][CH2:4][CH2:5][O:6][CH2:7][CH2:8][N:9]([CH:10]([CH3:11])[CH3:12])[CH:13]1[CH2:14][CH2:15][N:16]([CH2:19][c:20]2[cH:21][cH:22][cH:23][cH:24][cH:25]2)[CH2:17][CH2:18]1)[Br:26].